From a dataset of the Open Reaction Database (ORD), a public repository of structured organic reaction records. describe an organic reaction: reactants, conditions, products, and yield Reactants: C(#N)C=1C=C(C(=O)O)C=C(C1OC)OC(F)(F)F (3-cyano-4-methoxy-5-trifluoromethoxybenzoic acid), C1(=CC=CC=C1)C (toluene), S(=O)(Cl)Cl (thionyl chloride). Run in CN(C=O)C (N,N-dimethylformamide). Run at temperature 60 celsius, time 6 hour. Product: C(#N)C=1C=C(C(=O)Cl)C=C(C1OC)OC(F)(F)F (3-cyano-4-methoxy-5-trifluoromethoxybenzoyl chloride). RXN SMILES: [C:1]([C:3]1[CH:4]=[C:5]([CH:9]=[C:10]([O:14][C:15]([F:18])([F:17])[F:16])[C:11]=1[O:12][CH3:13])[C:6](O)=[O:7])#[N:2].C1(C)C=CC=CC=1.S(Cl)([Cl:28])=O>CN(C)C=O>[C:1]([C:3]1[CH:4]=[C:5]([CH:9]=[C:10]([O:14][C:15]([F:18])([F:17])[F:16])[C:11]=1[O:12][CH3:13])[C:6]([Cl:28])=[O:7])#[N:2]. Procedure details: To 3-cyano-4-methoxy-5-trifluoromethoxybenzoic acid (500 mg), toluene (10 mL), N,N-dimethylformamide (3 droplets) and thionyl chloride (0.28 mL) were added, and then the mixture was stirred at 60° C. for 6 hours. The solvent was distilled off under reduced pressure and the obtained residue was azeotroped with toluene and used for the synthesis of (i). The reactants are CCOC(C)=O, CC(C)OC(C)C, CC(O)C1(c2ccccc2F)CO1, O=C(O)c1cc([N+](=O)[O-])cc([N+](=O)[O-])c1, CCOC(=O)N=NC(=O)OCC, C1CCOC1, O, c1ccc(P(c2ccccc2)c2ccccc2)cc1. Product: CC(OC(=O)c1cc([N+](=O)[O-])cc([N+](=O)[O-])c1)C1(c2ccccc2F)CO1. Reaction SMILES: [CH3:73][CH2:74][O:75][C:76](=[O:77])[CH3:78].[CH:60]([O:61][CH:62]([CH3:63])[CH3:64])([CH3:65])[CH3:66].[F:1][c:2]1[c:3]([C:8]2([CH:11]([CH3:12])[OH:13])[O:9][CH2:10]2)[cH:4][cH:5][cH:6][cH:7]1.[N+:33](=[O:34])([O-:35])[c:36]1[cH:37][c:38]([C:39](=[O:40])[OH:41])[cH:42][c:43]([N+:45](=[O:46])[O-:47])[cH:44]1.[O:48]=[C:49]([O:50][CH2:51][CH3:52])[N:53]=[N:54][C:55]([O:56][CH2:57][CH3:58])=[O:59].[O:67]1[CH2:68][CH2:69][CH2:70][CH2:71]1.[OH2:72].[c:14]1([P:15]([c:16]2[cH:17][cH:18][cH:19][cH:20][cH:21]2)[c:22]2[cH:23][cH:24][cH:25][cH:26][cH:27]2)[cH:28][cH:29][cH:30][cH:31][cH:32]1>>[F:1][c:2]1[c:3]([C:8]2([CH:11]([CH3:12])[O:13][C:39]([c:38]3[cH:37][c:36]([N+:33](=[O:34])[O-:35])[cH:44][c:43]([N+:45](=[O:46])[O-:47])[cH:42]3)=[O:40])[O:9][CH2:10]2)[cH:4][cH:5][cH:6][cH:7]1. Starting materials: S(=O)(=O)([O-])[O-].[Na+].[Na+] (sodium sulfate), [N+](=O)([O-])C=1C=NC2=CC=CC=C2C1NCCNC(OC(C)(C)C)=O (1,1-dimethylethyl N-{2-[(3-nitroquinolin-4-yl)amino]ethyl}carbamate), [H][H] (hydrogen). The reagents and catalysts are [Pt] (Platinum on carbon). Solvent: C1(=CC=CC=C1)C (toluene). Product: NC=1C=NC2=CC=CC=C2C1NCCNC(OC(C)(C)C)=O (1,1-dimethylethyl N-{2-[(3-aminoquinolin-4-yl)amino]ethyl}carbamate). Yield: 80.5%. Reaction SMILES: S([O-])([O-])(=O)=O.[Na+].[Na+].[N+:8]([C:11]1[CH:12]=[N:13][C:14]2[C:19]([C:20]=1[NH:21][CH2:22][CH2:23][NH:24][C:25](=[O:31])[O:26][C:27]([CH3:30])([CH3:29])[CH3:28])=[CH:18][CH:17]=[CH:16][CH:15]=2)([O-])=O.[H][H]>[Pt].C1(C)C=CC=CC=1>[NH2:8][C:11]1[CH:12]=[N:13][C:14]2[C:19]([C:20]=1[NH:21][CH2:22][CH2:23][NH:24][C:25](=[O:31])[O:26][C:27]([CH3:29])([CH3:28])[CH3:30])=[CH:18][CH:17]=[CH:16][CH:15]=2 |f:0.1.2|. Reported procedure: Platinum on carbon (1.0 g of 10%) and sodium sulfate (2 g) were added to a slurry of 1,1-dimethylethyl N-{2-[(3-nitroquinolin-4-yl)amino]ethyl}carbamate (100 g, 0.30 mol) in toluene (500 mL). The reaction vessel was placed on a Parr apparatus under 50 psi (3.5 Kg/cm2) hydrogen pressure overnight at ambient temperature. The reaction mixture was filtered through a layer of Celite® filter aid to remove the catalyst. The filtrate was concentrated under vacuum to provide 73 g of 1,1-dimethylethyl N-{... Starting materials: COC(c1ccc(C(F)(F)F)cc1CO[Si](C)(C)C(C)(C)C)C1CCCCC1, C1CCOC1, CCCC[N+](CCCC)(CCCC)CCCC, [F-]. Product: COC(c1ccc(C(F)(F)F)cc1CO)C1CCCCC1. RXN SMILES: [C:1]([Si:2]([CH3:3])([CH3:4])[O:8][CH2:9][c:10]1[c:11]([CH:20]([O:21][CH3:22])[CH:23]2[CH2:24][CH2:25][CH2:26][CH2:27][CH2:28]2)[cH:12][cH:13][c:14]([C:16]([F:17])([F:18])[F:19])[cH:15]1)([CH3:5])([CH3:6])[CH3:7].[CH2:47]1[O:48][CH2:49][CH2:50][CH2:51]1.[CH3:30][CH2:31][CH2:32][CH2:33][N+:34]([CH2:35][CH2:36][CH2:37][CH3:38])([CH2:39][CH2:40][CH2:41][CH3:42])[CH2:43][CH2:44][CH2:45][CH3:46].[F-:29]>>[OH:8][CH2:9][c:10]1[c:11]([CH:20]([O:21][CH3:22])[CH:23]2[CH2:24][CH2:25][CH2:26][CH2:27][CH2:28]2)[cH:12][cH:13][c:14]([C:16]([F:17])([F:18])[F:19])[cH:15]1.